From a dataset of the Open Reaction Database (ORD), a public repository of structured organic reaction records. describe an organic reaction: reactants, conditions, products, and yield The reactants are CCCC[SnH](CCCC)CCCC, Cc1ccccc1, COc1ccc(F)c(-c2ccc(CO[Si](C)(C)C(C)(C)C)cc2C(Cl)C(C)(C)C)c1, CC(C)(C#N)N=NC(C)(C)C#N. Yields the product COc1ccc(F)c(-c2ccc(CO[Si](C)(C)C(C)(C)C)cc2CC(C)(C)C)c1. As a reaction SMILES: [CH2:43]([SnH:44]([CH2:45][CH2:46][CH2:47][CH3:48])[CH2:49][CH2:50][CH2:51][CH3:52])[CH2:53][CH2:54][CH3:55].[CH3:56][c:57]1[cH:58][cH:59][cH:60][cH:61][cH:62]1.[Cl:1][CH:2]([C:3]([CH3:4])([CH3:5])[CH3:6])[c:7]1[c:8](-[c:22]2[c:23]([F:30])[cH:24][cH:25][c:26]([O:28][CH3:29])[cH:27]2)[cH:9][cH:10][c:11]([CH2:13][O:14][Si:15]([CH3:16])([CH3:17])[C:18]([CH3:19])([CH3:20])[CH3:21])[cH:12]1.[N:31]#[C:32][C:33]([N:34]=[N:35][C:36]([C:37]#[N:38])([CH3:39])[CH3:40])([CH3:41])[CH3:42]>>[CH2:2]([C:3]([CH3:4])([CH3:5])[CH3:6])[c:7]1[c:8](-[c:22]2[c:23]([F:30])[cH:24][cH:25][c:26]([O:28][CH3:29])[cH:27]2)[cH:9][cH:10][c:11]([CH2:13][O:14][Si:15]([CH3:16])([CH3:17])[C:18]([CH3:19])([CH3:20])[CH3:21])[cH:12]1. Reactants: BrC=1C=CC(=C(C=O)C1)I (5-bromo-2-iodo-benzaldehyde), C(C)OC(CC1=CC(=C(C=C1)OC)B1OC(C(O1)(C)C)(C)C)=O ([4-methoxy-3-(4,4,5,5-tetramethyl-[1,3,2]dioxaborolan-2-yl)-phenyl]-acetic acid ethyl ester). Yields the product C(C)OC(CC=1C=C(C(=CC1)OC)C1=C(C=C(C=C1)Br)C=O)=O ((4′-Bromo-2′-formyl-6-methoxy-biphenyl-3-yl)-acetic acid ethyl ester). Procedure: Prepared according to the procedure described in Example 1, Step 4, using the following starting materials: 5-bromo-2-iodo-benzaldehyde and [4-methoxy-3-(4,4,5,5-tetramethyl-[1,3,2]dioxaborolan-2-yl)-phenyl]-acetic acid ethyl ester. As a reaction SMILES: [Br:1][C:2]1[CH:3]=[CH:4][C:5](I)=[C:6]([CH:9]=1)[CH:7]=[O:8].[CH2:11]([O:13][C:14](=[O:33])[CH2:15][C:16]1[CH:21]=[CH:20][C:19]([O:22][CH3:23])=[C:18](B2OC(C)(C)C(C)(C)O2)[CH:17]=1)[CH3:12]>>[CH2:11]([O:13][C:14](=[O:33])[CH2:15][C:16]1[CH:17]=[C:18]([C:5]2[CH:4]=[CH:3][C:2]([Br:1])=[CH:9][C:6]=2[CH:7]=[O:8])[C:19]([O:22][CH3:23])=[CH:20][CH:21]=1)[CH3:12]. Starting materials: C(C)(C)(C)C=1N=C(C=2C(N1)=NN(N2)CC)N2CC(CC2)(F)F (5-tert-Butyl-7-(3,3-difluoro-pyrrolidin-1-yl)-2-ethyl-2H-[1,2,3]triazolo[4,5-d]pyrimidine), C(C)(C)(C)C=1N=C(C2=C(N1)NN=N2)N2CC(CC2)(F)F (5-tert-butyl-7-(3,3-difluoropyrrolidin-1-yl)-3H-[1,2,3]triazolo[4,5-d]pyrimidine), Br.BrCCC1=NC=CC=C1 (2-(2-bromoethyl)pyridine hydrobromide). The product is C(C)(C)(C)C=1N=C(C=2C(N1)=NN(N2)CCC2=NC=CC=C2)N2CC(CC2)(F)F (5-tert-Butyl-7-(3,3-difluoro-pyrrolidin-1-yl)-2-(2-pyridin-2-yl-ethyl)-2H-[1,2,3]triazolo[4,5-d]pyrimidine). As a reaction SMILES: [C:1]([C:5]1[N:6]=[C:7]([N:16]2[CH2:20][CH2:19][C:18]([F:22])([F:21])[CH2:17]2)[C:8]2[C:9](=[N:11][N:12]([CH2:14][CH3:15])[N:13]=2)[N:10]=1)([CH3:4])([CH3:3])[CH3:2].C(C1N=[C:29]([N:36]2[CH2:40][CH2:39][C:38](F)(F)[CH2:37]2)C2N=NNC=2N=1)(C)(C)C.Br.BrCCC1C=CC=CN=1>>[C:1]([C:5]1[N:6]=[C:7]([N:16]2[CH2:20][CH2:19][C:18]([F:21])([F:22])[CH2:17]2)[C:8]2[C:9](=[N:11][N:12]([CH2:14][CH2:15][C:40]3[CH:39]=[CH:38][CH:37]=[CH:29][N:36]=3)[N:13]=2)[N:10]=1)([CH3:2])([CH3:3])[CH3:4] |f:2.3|. Procedure details: In analogy to the procedure described for the synthesis of 5-tert-butyl-7-(3,3-difluoro-pyrrolidin-1-yl)-2-ethyl-2H-[1,2,3]triazolo[4,5-d]pyrimidine (example 3, step b), the title compound was prepared from 5-tert-butyl-7-(3,3-difluoropyrrolidin-1-yl)-3H-[1,2,3]triazolo[4,5-d]pyrimidine and 2-(2-bromoethyl)pyridine hydrobromide and isolated as colorless gum. MS (m/e): 388.3 (MH+). Reactants: FC(C(=O)O)(F)F (Trifluoroacetic acid), C(C)(C)(C)OC(CC1CCN(CC1)C=1SC(=CN1)C1=NC(=CC=C1)NC1=NC=CC(=C1)C)=O ((1-{5-[6(4-methylpyridin-2-ylamino)pyridin-2-yl]thiazol-2-yl}piperidin-4-yl)acetic acid tert-butyl ester), Cl.C(C)(=O)OCC (hydrochloric acid ethyl acetate). The solvent is C(Cl)(Cl)Cl (chloroform). Reaction conditions: time 8 hour. The product is Cl.Cl.CC1=CC(=NC=C1)NC1=CC=CC(=N1)C1=CN=C(S1)N1CCC(CC1)CC(=O)O ((1-{5-[6-(4-methylpyridin-2-ylamino)pyridin-2-yl)thiazol-2-yl}piperidin-4-yl) acetic acid dihydrochloride). The yield is 100.0%. As a reaction SMILES: FC(F)(F)C(O)=O.C([O:12][C:13](=[O:40])[CH2:14][CH:15]1[CH2:20][CH2:19][N:18]([C:21]2[S:22][C:23]([C:26]3[CH:31]=[CH:30][CH:29]=[C:28]([NH:32][C:33]4[CH:38]=[C:37]([CH3:39])[CH:36]=[CH:35][N:34]=4)[N:27]=3)=[CH:24][N:25]=2)[CH2:17][CH2:16]1)(C)(C)C.[ClH:41].C(OCC)(=O)C>C(Cl)(Cl)Cl>[ClH:41].[ClH:41].[CH3:39][C:37]1[CH:36]=[CH:35][N:34]=[C:33]([NH:32][C:28]2[N:27]=[C:26]([C:23]3[S:22][C:21]([N:18]4[CH2:17][CH2:16][CH:15]([CH2:14][C:13]([OH:40])=[O:12])[CH2:20][CH2:19]4)=[N:25][CH:24]=3)[CH:31]=[CH:30][CH:29]=2)[CH:38]=1 |f:2.3,5.6.7|. Procedure: Trifluoroacetic acid (20 ml) was added to a solution of (1-{5-[6-(4-methylpyridin-2-ylamino)pyridin-2-yl]thiazol-2-yl}piperidin-4-yl)acetic acid tert-butyl ester (4.30 g, 9.23 mmol) obtained in Step 3 in chloroform (20 ml) and the solution was stirred overnight at room temperature. Subsequently 4N hydrochloric acid-ethyl acetate solution (20 ml) was added to the concentrate obtained by concentrating the reaction solution in vacuo, and the precipitated solid was collected by filtration, washed wi... Reactants: C[C@H](CCC(=O)O)[C@H]1CC[C@@H]2[C@@]1(CC[C@H]3[C@H]2[C@@H](C[C@H]4[C@@]3(CC[C@H](C4)O)C)O)C (chenodeoxycholic acid), C[C@H](CCC(=O)O)[C@H]1CC[C@@H]2[C@@]1([C@H](C[C@H]3[C@H]2[C@@H](C[C@H]4[C@@]3(CC[C@H](C4)O)C)O)O)C (cholic acid), ( 1 ), C[C@H](CCC(=O)O)[C@H]1CC[C@@H]2[C@@]1([C@H](C[C@H]3[C@H]2[C@@H](C[C@H]4[C@@]3(CC[C@H](C4)O)C)O)O)C (cholic acid). RXN SMILES: [CH3:1][C@@H]([C@@H]1[C@@]2(C)CC[C@@H]3[C@@]4(C)CC[C@@H](O)C[C@H]4C[C@@H](O)[C@H]3[C@@H]2CC1)CCC(O)=O.[CH3:29][C@@H:30]([C@@H:36]1[C@@:40]2([CH3:57])[C@@H:41]([OH:56])[CH2:42][C@@H:43]3[C@@:48]4([CH3:54])[CH2:49][CH2:50][C@@H:51]([OH:53])[CH2:52][C@H:47]4[CH2:46][C@@H:45]([OH:55])[C@H:44]3[C@@H:39]2[CH2:38][CH2:37]1)[CH2:31][CH2:32][C:33]([OH:35])=[O:34]>>[CH3:29][C@@H:30]([C@@H:36]1[C@@:40]2([CH3:57])[C@@H:41]([OH:56])[CH2:42][C@@H:43]3[C@@:48]4([CH3:54])[CH2:49][CH2:50][C@@H:51]([OH:53])[CH2:52][C@H:47]4[CH2:46][C@@H:45]([OH:55])[C@H:44]3[C@@H:39]2[CH2:38][CH2:37]1)[CH2:31][CH2:32][C:33]([O:35][CH3:1])=[O:34]. Procedure: A process for preparing chenodeoxycholic acid from cholic acid comprising the steps of: (1) esterification of the acid group of the cholic acid to produce methyl cholate; (2) selective acetylation of the methyl cholate to produce methyl 3,7-diacetyl cholate; (3) mesylation of the methyl 3,7-diacetyl cholate to produce methyl 3,7-diacetyl-12-mesylcholate; (4) dehydromesylation of the methyl 3,7-diacetyl-12-mesylcholate by hexamethylphosphoric triamide in the presence of a weak base to produce met... Yields the product C[C@H](CCC(=O)OC)[C@H]1CC[C@@H]2[C@@]1([C@H](C[C@H]3[C@H]2[C@@H](C[C@H]4[C@@]3(CC[C@H](C4)O)C)O)O)C (methyl cholate). Reactants: SCCCN1C(NCC1C1=CC=CC=C1)=O (3-mercaptopropyl-5-phenyl-2-imidazolidinone), COC(=O)SCl (methoxy carbonylsulfenyl chloride). Run in CO (methanol). Conditions: time 4 hour. Yields the product COC(=O)SSCCCN1C(NCC1C1=CC=CC=C1)=O (Methyl-[3-(2-oxo-4-phenyl-3-imidazolidinyl)propyldithio]formate). As a reaction SMILES: [SH:1][CH2:2][CH2:3][CH2:4][N:5]1[CH:9]([C:10]2[CH:15]=[CH:14][CH:13]=[CH:12][CH:11]=2)[CH2:8][NH:7][C:6]1=[O:16].[CH3:17][O:18][C:19]([S:21]Cl)=[O:20]>CO>[CH3:17][O:18][C:19]([S:21][S:1][CH2:2][CH2:3][CH2:4][N:5]1[CH:9]([C:10]2[CH:15]=[CH:14][CH:13]=[CH:12][CH:11]=2)[CH2:8][NH:7][C:6]1=[O:16])=[O:20]. Reported procedure: To a solution of 6.7 g of 1-(3-mercaptopropyl-5-phenyl-2-imidazolidinone in 70 ml of methanol, cooled to 0°, there is added dropwise 3.9 g of methoxy carbonylsulfenyl chloride over a fifteen minute period. The solution is allowed to stir at 0° for 1 hour and at room temperature for four hours. The reaction is concentrated in vacuo and the residual oil eluted on a silica gel column with ethyl acetate. The product is purified further by recrystallization from isopropyl ether, m.p. 98°-100° C. Starting materials: Br, CCO, Cl, O=[N+]([O-])c1cccc(-c2csc(-c3cccnc3)n2)c1, Cl[Sn]Cl. Product: Nc1cccc(-c2csc(-c3cccnc3)n2)c1. As a reaction SMILES: [BrH:1].[CH3:25][CH2:26][OH:27].[ClH:28].[N+:2]([O-:3])(=[O:4])[c:5]1[cH:6][c:7](-[c:11]2[n:12][c:13](-[c:16]3[cH:17][n:18][cH:19][cH:20][cH:21]3)[s:14][cH:15]2)[cH:8][cH:9][cH:10]1.[Sn:22]([Cl:23])[Cl:24]>>[NH2:2][c:5]1[cH:6][c:7](-[c:11]2[n:12][c:13](-[c:16]3[cH:17][n:18][cH:19][cH:20][cH:21]3)[s:14][cH:15]2)[cH:8][cH:9][cH:10]1. Yields the product CC1=C(OCC(CN2C(C3N(C4=C2C=CC=N4)CCC3)=O)O)C=CC=C1C (5-[3-(2,3-dimethylphenoxy)-2-hydroxypropyl]-6a,7,8,9-tetrahydropyrido[3,2-e]pyrrolo[1,2-a]pyrazine-6-one). Starting materials: [N+](=O)([O-])C=1C(=NC=CC1)N1C(CCC1)C(=O)O (N-(3-nitro-2-pyridinyl)pyrrolidine-2-carboxylic acid), [H-].[Na+] (sodium hydride), O1CC1COC1=C(C(=CC=C1)C)C (1,2-epoxy-3-[2,3-dimethylphenoxy]propane). RXN SMILES: [N+:1]([C:4]1[C:5]([N:10]2[CH2:14][CH2:13][CH2:12][CH:11]2[C:15]([OH:17])=O)=[N:6][CH:7]=[CH:8][CH:9]=1)([O-])=O.[H-].[Na+].[O:20]1[CH:22]([CH2:23][O:24][C:25]2[CH:30]=[CH:29][CH:28]=[C:27]([CH3:31])[C:26]=2[CH3:32])[CH2:21]1>CN(C=O)C>[CH3:32][C:26]1[C:27]([CH3:31])=[CH:28][CH:29]=[CH:30][C:25]=1[O:24][CH2:23][CH:22]([OH:20])[CH2:21][N:1]1[C:4]2[CH:9]=[CH:8][CH:7]=[N:6][C:5]=2[N:10]2[CH2:14][CH2:13][CH2:12][CH:11]2[C:15]1=[O:17] |f:1.2|. Conditions: time 8 hour. Run in CN(C)C=O (DMF). Isolated yield 51.0%. Procedure: To a stirred solution of the product of Example 1 (2.7 g., 0.015 mole) in 40 ml. of dry DMF was added 0.6 g. of sodium hydride (0.025 mole of 50% dispersion in mineral oil). After the evolution of gases subsided, 2.6 g. (0.015 mole) of 1,2-epoxy-3-[2,3-dimethylphenoxy]propane was added. The reaction mixture was stirred overnight and DMF was evaporated in vacuo and the residue was extracted with 200 ml. of diethyl ether. The ether layer was dried and concentrated in vacuo to 30 ml. TLC indicated ...